This data is from the Open Reaction Database (ORD), a public repository of structured organic reaction records. The task is: describe an organic reaction: reactants, conditions, products, and yield The reactants are N1CC(CCC1)N[C@H]1[C@@H](CCCC1)NC(OC(C)(C)C)=O (tert-butyl (1R,2R)-2-(piperidin-3-ylamino)cyclohexylcarbamate), BrC=1C=NC(=NC1)C(F)(F)F (5-bromo-2-(trifluoromethyl)pyrimidine). Solvent: CC(=O)N(C)C (Dimethylacetamide). Run at temperature 100 celsius. Product: FC(C1=NC=C(C=N1)N1CC(CCC1)N[C@H]1[C@@H](CCCC1)NC(OC(C)(C)C)=O)(F)F (tert-butyl (1R,2R)-2-(1-(2-(trifluoromethyl)pyrimidin-5-yl)piperidin-3-ylamino)cyclohexylcarbamate). Yield: 44.3%. As a reaction SMILES: [NH:1]1[CH2:6][CH2:5][CH2:4][CH:3]([NH:7][C@@H:8]2[CH2:13][CH2:12][CH2:11][CH2:10][C@H:9]2[NH:14][C:15](=[O:21])[O:16][C:17]([CH3:20])([CH3:19])[CH3:18])[CH2:2]1.Br[C:23]1[CH:24]=[N:25][C:26]([C:29]([F:32])([F:31])[F:30])=[N:27][CH:28]=1>CC(N(C)C)=O>[F:30][C:29]([F:32])([F:31])[C:26]1[N:27]=[CH:28][C:23]([N:1]2[CH2:6][CH2:5][CH2:4][CH:3]([NH:7][C@@H:8]3[CH2:13][CH2:12][CH2:11][CH2:10][C@H:9]3[NH:14][C:15](=[O:21])[O:16][C:17]([CH3:18])([CH3:20])[CH3:19])[CH2:2]2)=[CH:24][N:25]=1. Procedure details: Dimethylacetamide (5.25 mL) was added to a round bottom flask containing tert-butyl (1R,2R)-2-(piperidin-3-ylamino)cyclohexylcarbamate (0.47 gm, 1.58 mmol) and 5-bromo-2-(trifluoromethyl)pyrimidine (0.43 gm, 1.89 mmol). The reaction mixture was then heated at 100° C. After 48 h heating was stopped. The reaction mixture was partitioned between EtOAc and sat. NaHCO3. The organic phase was isolated, washed with saturated aqueous NaCl, dried over MgSO4, filtered and concentrated. The resulting resid... Starting materials: Nc1nc2ccc(Br)c(Cl)n2n1, NC1CCCCC1. Yields the product Nc1nc2ccc(Br)c(NC3CCCCC3)n2n1. Reaction SMILES: [Br:1][c:2]1[cH:3][cH:4][c:5]2[n:6]([c:7]1[Cl:8])[n:9][c:10]([NH2:12])[n:11]2.[NH2:13][CH:14]1[CH2:15][CH2:16][CH2:17][CH2:18][CH2:19]1>>[Br:1][c:2]1[cH:3][cH:4][c:5]2[n:6]([c:7]1[NH:13][CH:14]1[CH2:15][CH2:16][CH2:17][CH2:18][CH2:19]1)[n:9][c:10]([NH2:12])[n:11]2. Product: CC#CC1CCC(C#N)N1C(=O)CCl. The reactants are CC#CC1CCC(C(N)=O)N1C(=O)CCl, O=P(Cl)(Cl)Cl, c1ccncc1, c1c[nH]cn1. As a reaction SMILES: [Cl:1][CH2:2][C:3](=[O:4])[N:5]1[CH:6]([C:7](=[O:8])[NH2:9])[CH2:10][CH2:11][CH:12]1[C:13]#[C:14][CH3:15].[P:21]([Cl:22])([Cl:23])([Cl:24])=[O:25].[cH:26]1[cH:27][cH:28][n:29][cH:30][cH:31]1.[nH:16]1[cH:17][cH:18][n:19][cH:20]1>>[Cl:1][CH2:2][C:3](=[O:4])[N:5]1[CH:6]([C:7]#[N:9])[CH2:10][CH2:11][CH:12]1[C:13]#[C:14][CH3:15]. The reactants are CC(C)(C)OC(=O)CBr, C1CCOC1, [H-], [Na+], N#Cc1ccc(Oc2ccc3c(c2)COB3O)cc1O. The product is CC(C)(C)OC(=O)COc1cc(Oc2ccc3c(c2)COB3O)ccc1C#N. As a reaction SMILES: [Br:23][CH2:24][C:25](=[O:26])[O:27][C:28]([CH3:29])([CH3:30])[CH3:31].[CH2:32]1[O:33][CH2:34][CH2:35][CH2:36]1.[H-:22].[Na+:21].[OH:1][c:2]1[c:3]([C:4]#[N:5])[cH:6][cH:7][c:8]([O:10][c:11]2[cH:12][c:13]3[c:14]([cH:19][cH:20]2)[B:15]([OH:18])[O:16][CH2:17]3)[cH:9]1>>[O:1]([c:2]1[c:3]([C:4]#[N:5])[cH:6][cH:7][c:8]([O:10][c:11]2[cH:12][c:13]3[c:14]([cH:19][cH:20]2)[B:15]([OH:18])[O:16][CH2:17]3)[cH:9]1)[CH2:24][C:25](=[O:26])[O:27][C:28]([CH3:29])([CH3:30])[CH3:31]. Reactants: COC(CN(CC(=O)O)C(CCC(P(=O)(CC=C)CC=C)P(=O)(CC=C)CC=C)=O)OC (2,2-dimethoxyethyl N-(4,4-bis(diallylphosphoryl)butyryl)glycine), C(=O)(C(F)(F)F)O (TFA). The solvent is C(Cl)Cl (CH2Cl2). Conditions: time 30 minute. Product: O=CCN(CC(=O)O)C(CCC(P(=O)(CC=C)CC=C)P(=O)(CC=C)CC=C)=O (2-oxoethyl N-(4,4-bis(diallylphosphoryl)butyryl)glycine). As a reaction SMILES: C[O:2][CH:3]([O:31]C)[CH2:4][N:5]([C:10](=[O:30])[CH2:11][CH2:12][CH:13]([P:22]([CH2:27][CH:28]=[CH2:29])([CH2:24][CH:25]=[CH2:26])=[O:23])[P:14]([CH2:19][CH:20]=[CH2:21])([CH2:16][CH:17]=[CH2:18])=[O:15])[CH2:6][C:7](O)=[O:8].C(O)(C(F)(F)F)=O>C(Cl)Cl>[O:8]=[CH:7][CH2:6][N:5]([C:10](=[O:30])[CH2:11][CH2:12][CH:13]([P:22]([CH2:27][CH:28]=[CH2:29])([CH2:24][CH:25]=[CH2:26])=[O:23])[P:14]([CH2:16][CH:17]=[CH2:18])([CH2:19][CH:20]=[CH2:21])=[O:15])[CH2:4][C:3]([OH:31])=[O:2]. Reported procedure: Compound 39 (120 mg, 0.217 mmol) was dissolved in 5 mL of CH2Cl2 and 2.5 mL of TFA (containing 6% H2O) was added. The mixture was stirred for 30 min at room temperature and was then concentrated in vacuo to give the product 40 that was used as such in the next step. 1H NMR (400 MHz, CDCl3) δ 2.29 (m, 2H), 2.64 (m, 2H), 2.86 (m, 1H), 4.04 (bs, 2H), 4.16 (d, J=5.3 Hz, 2H), 4.60 (m, 8H), 4.74 (s, 2H), 5.23-5.27 (m, 4H), 5.35-5.40 (m, 4H), 5.90-6.00 (m, 4H), 9.58 (s, 1H). The reactants are C(C)OC(C[N+](=O)[O-])=O (Nitro-acetic acid ethyl ester), C1CN2CCN1CC2 (DABCO), C=C1CCCCC1 (methylenecyclohexane). Solvent: CCO (EtOH), CCO (EtOH). Run at temperature 80 celsius. Yields the product O1N=C(CC12CCCCC2)C(=O)OCC (Ethyl 1-oxa-2-aza-spiro[4.5]dec-2-ene-3-carboxylate). Yield: 63.4%. RXN SMILES: [CH2:1]=[C:2]1[CH2:7][CH2:6][CH2:5][CH2:4][CH2:3]1.[CH2:8]([O:10][C:11](=[O:16])[CH2:12][N+:13]([O-])=[O:14])[CH3:9].C1N2CCN(CC2)C1>CCO>[O:14]1[C:2]2([CH2:7][CH2:6][CH2:5][CH2:4][CH2:3]2)[CH2:1][C:12]([C:11]([O:10][CH2:8][CH3:9])=[O:16])=[N:13]1. Reported procedure: To a 300 mL pressure vessel equipped with a magnetic stir bar was added methylenecyclohexane (5.83 g, 60.6 mmol) and EtOH (150 mL). Nitro-acetic acid ethyl ester (16.8 mL, 152 mmol) and DABCO (680 mg, 6.06 mmol) were then added. Additional EtOH (30 mL) was added to rinse the sides of the vessel, which was tightly capped. The mixture was heated to 80° C. for 42 h and then cooled to RT. The solvent was removed under reduced pressure, and the residue was divided into three equal portions. Each port... Reactants: [Br-] (bromide), BrC1=CC=C(C=N1)CNC(=O)C=1C2=C(C=NC1)N(N=C2)C2=CC=C(C=C2)F (1-(4-fluorophenyl)-1H-pyrazolo[3,4-c]pyridine-4-carboxylic acid (6-bromopyridin-3-ylmethyl)-amide), C(C)S(=O)[O-].[Br-].[Mg+2] (magnesium bromide ethanesulfinate salt), Grignard reagent, C(C)[Mg]Br (ethylmagnesium bromide). The reagents and catalysts are [Cu](I)I (copper iodide). The solvent is CCOC(=O)C (EtOAc), CS(=O)C (DMSO), C([O-])([O-])=O.[K+].[K+] (potassium carbonate). Reaction conditions: temperature 130 celsius. The product is C(C)S(=O)(=O)C1=CC=C(C=N1)CNC(=O)C=1C2=C(C=NC1)N(N=C2)C2=CC=C(C=C2)F (1-(4-Fluorophenyl)-1H-pyrazolo[3,4-c]pyridine-4-carboxylic acid (6-ethanesulfonyl-pyridin-3-ylmethyl)-amide). As a reaction SMILES: Br[C:2]1[N:7]=[CH:6][C:5]([CH2:8][NH:9][C:10]([C:12]2[C:13]3[CH:20]=[N:19][N:18]([C:21]4[CH:26]=[CH:25][C:24]([F:27])=[CH:23][CH:22]=4)[C:14]=3[CH:15]=[N:16][CH:17]=2)=[O:11])=[CH:4][CH:3]=1.[CH2:28]([S:30]([O-:32])=[O:31])[CH3:29].[Br-].[Mg+2].C([Mg]Br)C.[Br-]>CS(C)=O.C(=O)([O-])[O-].[K+].[K+].[Cu](I)I.CCOC(C)=O>[CH2:28]([S:30]([C:2]1[N:7]=[CH:6][C:5]([CH2:8][NH:9][C:10]([C:12]2[C:13]3[CH:20]=[N:19][N:18]([C:21]4[CH:26]=[CH:25][C:24]([F:27])=[CH:23][CH:22]=4)[C:14]=3[CH:15]=[N:16][CH:17]=2)=[O:11])=[CH:4][CH:3]=1)(=[O:32])=[O:31])[CH3:29] |f:1.2.3,7.8.9|. Reported procedure: To a microwave tube charged with 1-(4-fluorophenyl)-1H-pyrazolo[3,4-c]pyridine-4-carboxylic acid (6-bromopyridin-3-ylmethyl)-amide (80 mg, 0.2 mmol) in DMSO (3 mL) was added magnesium bromide ethanesulfinate salt (122 mg, 0.618 mmol) (prepared by treating the Grignard reagent, ethylmagnesium bromide with SO2) followed by copper iodide (210 mg, 1.1 mmol). The mixture was warmed in a microwave at 130° C. for 1 hour. The reaction was monitored by TLC (EtOAc) indicating a major new more polar produc...